describe an organic reaction: reactants, conditions, products, and yield From a dataset of the Open Reaction Database (ORD), a public repository of structured organic reaction records. Reactants: FC(C(=O)O)(F)F.FC(C(=O)O)(F)F.FC(C(=O)O)(F)F.ClC=1C=NC=2NC=3C=NC=C(CCC4=C(C=CC(NC1N2)=C4)NC(C[C@H]4CNCCC4)=O)C3 (N-[6-chloro-2,4,8,18,22-pentaazatetracyclo[14.3.1.1(3,7).1(9,13)]docosa-1(20),3(22),4,6,9(21),10,12,16,18-nonaen-12-yl]-2-[(3S)-piperidin-3-yl]acetamide tris(trifluoroacetate)), C(C)(=O)Cl (acetyl chloride). Yields the product FC(C(=O)O)(F)F.FC(C(=O)O)(F)F.C(C)(=O)N1C[C@@H](CCC1)CC(=O)NC=1C=CC=2NC3=C(C=NC(NC=4C=NC=C(CCC1C2)C4)=N3)Cl (2-[(3S)-1-Acetylpiperidin-3-yl]-N-[6-chloro-2,4,8,18,22-pentaazatetracyclo[14.3.1.1(3,7).1(9,13)]docosa-1(20),3(22),4,6,9(21),10,12,16,18-nonaen-12-yl]acetamide bis(trifluoroacetate)). The yield is 77.0%. As a reaction SMILES: [F:1][C:2]([F:7])([F:6])[C:3]([OH:5])=[O:4].[F:8][C:9]([F:14])([F:13])[C:10]([OH:12])=[O:11].F[C:16](F)(F)[C:17](O)=[O:18].[Cl:22][C:23]1[CH:24]=[N:25][C:26]2[NH:27][C:28]3[CH:29]=[N:30][CH:31]=[C:32]([CH:54]=3)[CH2:33][CH2:34][C:35]3[CH:43]=[C:39]([NH:40][C:41]=1[N:42]=2)[CH:38]=[CH:37][C:36]=3[NH:44][C:45](=[O:53])[CH2:46][C@@H:47]1[CH2:52][CH2:51][CH2:50][NH:49][CH2:48]1.C(Cl)(=O)C>>[F:1][C:2]([F:7])([F:6])[C:3]([OH:5])=[O:4].[F:8][C:9]([F:14])([F:13])[C:10]([OH:12])=[O:11].[C:17]([N:49]1[CH2:50][CH2:51][CH2:52][C@@H:47]([CH2:46][C:45]([NH:44][C:36]2[CH:37]=[CH:38][C:39]3[NH:40][C:41]4[N:42]=[C:26]([NH:27][C:28]5[CH:29]=[N:30][CH:31]=[C:32]([CH:54]=5)[CH2:33][CH2:34][C:35]=2[CH:43]=3)[N:25]=[CH:24][C:23]=4[Cl:22])=[O:53])[CH2:48]1)(=[O:18])[CH3:16] |f:0.1.2.3,5.6.7|. Procedure: The desired compound was prepared according to the procedure of Example D94 using N-[6-chloro-2,4,8,18,22-pentaazatetracyclo[14.3.1.1(3,7).1(9,13)]docosa-1(20),3(22),4,6,9(21),10,12,16,18-nonaen-12-yl]-2-[(3S)-piperidin-3-yl]acetamide tris(trifluoroacetate) and acetyl chloride as the starting materials in 77% yield. LCMS for C26H29ClN7O2 (M+H)+: m/z=506.0. Starting materials: NC1=NC(=C(C(=C1C#N)C1=CC=C(C=C1)O)C#N)SCCN (2-amino-6-[(2-aminoethyl)sulfanyl]-4-(4-hydroxyphenyl)-3,5-pyridinedicarbonitrile), [O-]C#N.[K+] (potassium cyanate). The reagents and catalysts are CO (methanol). Run in Cl (HCl). Run at temperature 50 celsius, time 10 hour. The product is NC1=C(C(=C(C(=N1)SCCNC(=O)N)C#N)C1=CC=C(C=C1)O)C#N (N-(2-{[6-Amino-3,5-dicyano-4-(4-hydroxyphenyl)-2-pyridinyl]sulfanyl}-ethyl)urea). RXN SMILES: [NH2:1][C:2]1[C:7]([C:8]#[N:9])=[C:6]([C:10]2[CH:15]=[CH:14][C:13]([OH:16])=[CH:12][CH:11]=2)[C:5]([C:17]#[N:18])=[C:4]([S:19][CH2:20][CH2:21][NH2:22])[N:3]=1.[O-:23][C:24]#[N:25].[K+]>Cl.CO>[NH2:1][C:2]1[N:3]=[C:4]([S:19][CH2:20][CH2:21][NH:22][C:24]([NH2:25])=[O:23])[C:5]([C:17]#[N:18])=[C:6]([C:10]2[CH:11]=[CH:12][C:13]([OH:16])=[CH:14][CH:15]=2)[C:7]=1[C:8]#[N:9] |f:1.2|. Reported procedure: 31.1 mg (0.1 mmol) of 2-amino-6-[(2-aminoethyl)sulfanyl]-4-(4-hydroxyphenyl)-3,5-pyridinedicarbonitrile are suspended in 0.91 ml of 1N HCl, and 8.1 mg (0.1 mmol) of potassium cyanate are added. After the addition of a few drops of methanol, the mixture is stirred at 50° C. for a total of 10 hours. The crystals are filtered off with suction and washed with water and ether. Product: C(C1=CC=CC=C1)OC1=CC=2C3=C(C=NC2C=C1)N=C(N3C)CC (8-benzyloxy-2-ethyl-1-methyl-1H-imidazo[4,5-c]quinoline). Procedure: The general method described in Part A of Example 47 was followed using 6-benzyloxy-N4-methylquinoline-3,4-diamine (7.91 g, 28.3 mmol) in lieu of 7-benzyloxy-N4-(2-phenoxyethyl)quinoline-3,4-diamine and triethyl orthopropionate (12.69 mL, 56.6 mmol) in lieu of trimethyl orthovalerate. The precipitate from the reaction was isolated in two crops to provide 7.56 g of 8-benzyloxy-2-ethyl-1-methyl-1H-imidazo[4,5-c]quinoline as a yellow solid, mp 168.2-169.0° C. Reactants: C(C1=CC=CC=C1)OC=1C=C2C(=C(C=NC2=CC1)N)NC (6-benzyloxy-N4-methylquinoline-3,4-diamine), C(CCCC)(OC)(OC)OC (trimethyl orthovalerate), C(C1=CC=CC=C1)OC1=CC=C2C(=C(C=NC2=C1)N)NCCOC1=CC=CC=C1 (7-benzyloxy-N4-(2-phenoxyethyl)quinoline-3,4-diamine), C(CC)(OCC)(OCC)OCC (triethyl orthopropionate). RXN SMILES: [CH2:1]([O:8][C:9]1[CH:10]=[C:11]2[C:16](=[CH:17][CH:18]=1)[N:15]=[CH:14][C:13]([NH2:19])=[C:12]2[NH:20][CH3:21])[C:2]1[CH:7]=[CH:6][CH:5]=[CH:4][CH:3]=1.[CH2:22](OC1C=C2C(C(NCCOC3C=CC=CC=3)=C(N)C=N2)=CC=1)[C:23]1C=CC=CC=1.[C:51](OCC)(OCC)(OCC)CC.C(OC)(OC)(OC)CCCC>>[CH2:1]([O:8][C:9]1[CH:18]=[CH:17][C:16]2[N:15]=[CH:14][C:13]3[N:19]=[C:21]([CH2:22][CH3:23])[N:20]([CH3:51])[C:12]=3[C:11]=2[CH:10]=1)[C:2]1[CH:3]=[CH:4][CH:5]=[CH:6][CH:7]=1. Reactants: COC(Cl)Cl, [Cl-], [Cl-], [Cl-], [Cl-], ClCCl, [Na+], O=S([O-])O, [Ti+4], CCOC(=O)C(C)(C)c1ccccc1. Product: CCOC(=O)C(C)(C)c1ccc(C=O)cc1. RXN SMILES: [CH3:15][O:16][CH:17]([Cl:18])[Cl:19].[Cl-:28].[Cl-:29].[Cl-:30].[Cl-:31].[Cl:25][CH2:26][Cl:27].[Na+:24].[S:20](=[O:21])([OH:22])[O-:23].[Ti+4:32].[c:1]1([C:7]([C:8](=[O:9])[O:10][CH2:11][CH3:12])([CH3:13])[CH3:14])[cH:2][cH:3][cH:4][cH:5][cH:6]1>>[c:1]1([C:7]([C:8](=[O:9])[O:10][CH2:11][CH3:12])([CH3:13])[CH3:14])[cH:2][cH:3][c:4]([CH:15]=[O:16])[cH:5][cH:6]1.